This data is from the Open Reaction Database (ORD), a public repository of structured organic reaction records. The task is: describe an organic reaction: reactants, conditions, products, and yield The reactants are BrCCC(=O)O (3-bromopropionic acid), S(O)(O)(=O)=O (sulfuric acid), FC=1C(=C(C2=C(C(C=C(O2)C2=CC(=C(C=C2)NC(C(C)(C)C)=O)F)=O)C1NC(C(C)(C)C)=O)F)CO (6,8-difluoro-2-(3-fluoro-4-pivaloylaminophenyl)-7-hydroxymethyl-5-pivaloylamino-4H-1-benzopyran-4-one). Solvent: ice water. Conditions: temperature 100 celsius, time 10 minute. The product is NC1=C(C(=C(C2=C1C(C=C(O2)C2=CC(=C(C=C2)N)F)=O)F)COC(CCBr)=O)F (5-Amino-2-(4-amino-3-fluorophenyl)-7-(3-bromopropanoyl)oxymethyl-6,8-difluoro-4H-1-benzopyran-4-one). The yield is 34.6%. As a reaction SMILES: [Br:1][CH2:2][CH2:3][C:4]([OH:6])=[O:5].S(=O)(=O)(O)O.[F:12][C:13]1[C:14]([CH2:46]O)=[C:15]([F:45])[C:16]2[O:21][C:20]([C:22]3[CH:27]=[CH:26][C:25]([NH:28]C(=O)C(C)(C)C)=[C:24]([F:35])[CH:23]=3)=[CH:19][C:18](=[O:36])[C:17]=2[C:37]=1[NH:38]C(=O)C(C)(C)C>>[NH2:38][C:37]1[C:17]2[C:18](=[O:36])[CH:19]=[C:20]([C:22]3[CH:27]=[CH:26][C:25]([NH2:28])=[C:24]([F:35])[CH:23]=3)[O:21][C:16]=2[C:15]([F:45])=[C:14]([CH2:46][O:5][C:4](=[O:6])[CH2:3][CH2:2][Br:1])[C:13]=1[F:12]. Reported procedure: 7.65 g (50.0 mmol) of 3-bromopropionic acid and 1.5 mL of sulfuric acid were added to 504 mg (1.00 mmol) of 6,8-difluoro-2-(3-fluoro-4-pivaloylaminophenyl)-7-hydroxymethyl-5-pivaloylamino-4H-1-benzopyran-4-one obtained in EXAMPLE 118 (4), and the mixture was stirred at 100° C. for 10 minutes. The reaction solution was poured into 100 mL of ice-water and the mixture was extracted with ethyl acetate. The organic layer was washed with an aqueous saturated solution of sodium chloride and dried over ... Starting materials: [O-]S(=O)(=S)[O-].[Na+].[Na+] (Na2S2O3), NC1=C2C(=NC=N1)N(N=C2C=2NCCN2)CC(=O)OC(C)(C)C (tert-Butyl 2-(4-amino-3-(4,5-dihydro-1H-imidazol-2-yl)-1H-pyrazolo[3,4-d]pyrimidin-1-yl)acetate), CC(=O)OI1(C=2C=CC=CC2C(=O)O1)(OC(=O)C)OC(=O)C (Dess-Martin periodinane), ice water, [OH-].[Na+] (NaOH). Solvent: CS(=O)C (DMSO). Conditions: time 2 hour. Product: C(C)(C)(C)OC(CN1N=C(C=2C1=NC=NC2N)C=2NC=CN2)=O (2-(4-amino-3-(1H-imidazol-2-yl)-1H-pyrazolo[3,4-d]pyrimidin-1-yl)acetic acid tert-butyl ester). The yield is 79.2%. Reaction SMILES: [NH2:1][C:2]1[N:7]=[CH:6][N:5]=[C:4]2[N:8]([CH2:16][C:17]([O:19][C:20]([CH3:23])([CH3:22])[CH3:21])=[O:18])[N:9]=[C:10]([C:11]3[NH:12][CH2:13][CH2:14][N:15]=3)[C:3]=12.CC(OI1(OC(C)=O)(OC(C)=O)OC(=O)C2C=CC=CC1=2)=O.[O-]S([O-])(=S)=O.[Na+].[Na+].[OH-].[Na+]>CS(C)=O>[C:20]([O:19][C:17](=[O:18])[CH2:16][N:8]1[C:4]2=[N:5][CH:6]=[N:7][C:2]([NH2:1])=[C:3]2[C:10]([C:11]2[NH:15][CH:14]=[CH:13][N:12]=2)=[N:9]1)([CH3:23])([CH3:21])[CH3:22] |f:2.3.4,5.6|. Reported procedure: To a mixture of tert-Butyl 2-(4-amino-3-(4,5-dihydro-1H-imidazol-2-yl)-1H-pyrazolo[3,4-d]pyrimidin-1-yl)acetate (84 g, 0.265 mol) and DMSO (900 mL) in an ice water bath was added Dess-Martin periodinane (169.6 g, 0.4 mol) in portions while keeping the internal temperature below 25° C. The mixture was stirred for 2 h at room temperature and then poured into ice water (2 L) which contained 84 g of Na2S2O3. The mixture was adjusted to pH 12-14 with 3 N NaOH and filtered to give a solid, which was w... Reactants: [H-].[Na+] (NaH), C(C1=CC=CC=C1)N(CCC1(CC1)O)CC1=CC=CC=C1 (1-(2-(dibenzylamino)ethyl)cyclopropanol), IC (iodomethane). Solvent: C1CCOC1 (THF). Conditions: time 3 hour. Product: C(C1=CC=CC=C1)N(CCC1(CC1)OC)CC1=CC=CC=C1 (N,N-dibenzyl-2-(1-methoxycyclopropyl)ethanamine). Yield: 38.3%. RXN SMILES: [CH2:1]([N:8]([CH2:15][C:16]1[CH:21]=[CH:20][CH:19]=[CH:18][CH:17]=1)[CH2:9][CH2:10][C:11]1([OH:14])[CH2:13][CH2:12]1)[C:2]1[CH:7]=[CH:6][CH:5]=[CH:4][CH:3]=1.[H-].[Na+].I[CH3:25]>C1COCC1>[CH2:15]([N:8]([CH2:1][C:2]1[CH:3]=[CH:4][CH:5]=[CH:6][CH:7]=1)[CH2:9][CH2:10][C:11]1([O:14][CH3:25])[CH2:12][CH2:13]1)[C:16]1[CH:21]=[CH:20][CH:19]=[CH:18][CH:17]=1 |f:1.2|. Procedure: Treat a 0° C. solution of 1-(2-(dibenzylamino)ethyl)cyclopropanol (3 g, 10.6 mmol) in THF (50 mL), under N2, portion wise with NaH (60%, 0.85 g, 21.3 mmol), stir at 0° C. for 0.5 h, add iodomethane (1.82 g, 12.8 mmol) drop wise, warm to RT and stir for 3 h. Cool the mixture to 0° C., quench with satd. NH4Cl and partially concentrate. Extract with EtOAc (3×), wash the combined organics with brine, dry over Na2SO4, concentrate and purify via silica gel chromatography to afford the title compound (... Reactants: CC(C)(C)OC(=O)NC(COS(C)(=O)=O)CC1CCCCC1, CN, CCO. Yields the product CNCC(CC1CCCCC1)NC(=O)OC(C)(C)C. RXN SMILES: [CH3:1][S:2]([O:3][CH2:6][CH:7]([CH2:8][CH:9]1[CH2:10][CH2:11][CH2:12][CH2:13][CH2:14]1)[NH:15][C:16](=[O:17])[O:18][C:19]([CH3:20])([CH3:21])[CH3:22])(=[O:4])=[O:5].[CH3:23][NH2:24].[CH3:25][CH2:26][OH:27]>>[CH2:6]([CH:7]([CH2:8][CH:9]1[CH2:10][CH2:11][CH2:12][CH2:13][CH2:14]1)[NH:15][C:16](=[O:17])[O:18][C:19]([CH3:20])([CH3:21])[CH3:22])[NH:24][CH3:23]. The reactants are C(C)(=O)OC=1C=C2C(CC(OC2=CC1Cl)(C)COC1=CC=C(C=C1)CC(C(=O)OCC)Cl)=O (ethyl 3-[4-(6-acetoxy-7-chloro-2-methyl-4-oxochroman-2-ylmethoxy)phenyl]-2-chloropropionate), Cl (hydrochloric acid), NC(=S)N (thiourea), S1(=O)(=O)CCCC1 (sulfolane). The solvent is COCCO (ethylene glycol monomethyl ether). Product: ClC1=C(C=C2C(CC(OC2=C1)(C)COC1=CC=C(CC2C(NC(S2)=O)=O)C=C1)=O)O (5-[4-(7-Chloro-6-hydroxy-2-methyl-4-oxochroman-2-ylmethoxy)benzyl]thiazolidine-2,4-dione). RXN SMILES: C([O:4][C:5]1[CH:6]=[C:7]2[C:12](=[CH:13][C:14]=1[Cl:15])[O:11][C:10]([CH2:17][O:18][C:19]1[CH:24]=[CH:23][C:22]([CH2:25][CH:26](Cl)[C:27]([O:29]CC)=O)=[CH:21][CH:20]=1)([CH3:16])[CH2:9][C:8]2=[O:33])(=O)C.[NH2:34][C:35](N)=[S:36].S1(CCCC1)(=O)=[O:39].Cl>COCCO>[Cl:15][C:14]1[CH:13]=[C:12]2[C:7]([C:8](=[O:33])[CH2:9][C:10]([CH2:17][O:18][C:19]3[CH:20]=[CH:21][C:22]([CH2:25][CH:26]4[S:36][C:35](=[O:39])[NH:34][C:27]4=[O:29])=[CH:23][CH:24]=3)([CH3:16])[O:11]2)=[CH:6][C:5]=1[OH:4]. Procedure: Following a procedure similar to that described in Example 1, but using 780 mg of ethyl 3-[4-(6-acetoxy-7-chloro-2-methyl-4-oxochroman-2-ylmethoxy)phenyl]-2-chloropropionate (prepared as described in Preparation 37), 360 mg of thiourea, 3 ml of sulfolane, 10 ml of ethylene glycol monomethyl ether and 5 ml of 3N aqueous hydrochloric acid, 286 mg of the title compound were obtained as a greyish white powder, softening at 195°-206° C. Reactants: CC(=CC1C(C1C(=O)O)(C)C)C (3-(2-methylprop-1-enyl)-2,2-dimethylcyclopropanecarboxylic acid), FC(C1=CC(=CC=C1)OC1=CC=CC=C1)Br (α-fluoro-3-phenoxybenzylbromide). The product is CC(=CC1C(C1C(=O)OC(C1=CC(=CC=C1)OC1=CC=CC=C1)F)(C)C)C (α-Fluoro-3-phenoxybenzyl 3-(2-methylprop-1-enyl)-2,2-dimethylcyclopropanecarboxylate). As a reaction SMILES: [CH3:1][C:2]([CH3:12])=[CH:3][CH:4]1[CH:6]([C:7]([OH:9])=[O:8])[C:5]1([CH3:11])[CH3:10].[F:13][CH:14](Br)[C:15]1[CH:20]=[CH:19][CH:18]=[C:17]([O:21][C:22]2[CH:27]=[CH:26][CH:25]=[CH:24][CH:23]=2)[CH:16]=1>>[CH3:1][C:2]([CH3:12])=[CH:3][CH:4]1[CH:6]([C:7]([O:9][CH:14]([F:13])[C:15]2[CH:20]=[CH:19][CH:18]=[C:17]([O:21][C:22]3[CH:23]=[CH:24][CH:25]=[CH:26][CH:27]=3)[CH:16]=2)=[O:8])[C:5]1([CH3:11])[CH3:10]. Reported procedure: This compound was prepared from 3-(2-methylprop-1-enyl)-2,2-dimethylcyclopropanecarboxylic acid and α-fluoro-3-phenoxybenzylbromide following the procedure described in Example 2 Method B. The product, a colourless oil, was characterised by pmr spectroscopy. Chemical shift δppm (solvent CDCl3): 1.24 (6H, m, C(CH3)2); 1.70 (6H, s, (CH3)2C=); about 1.9 (2H, m, cyclopropyl protons); 4.93 and 5.43 (1H, 2xd, J=7 Hz, vinyl proton); 7.13 (1H, d, J=56 Hz, CHF); about 7.1 (9H, m, aromatic protons). The reactants are C(C)N[C@H]1CN(CC[C@@H]1C1=CC(=CC=C1)O)C(=O)OC(C)(C)C (tert-butyl (rac.)-(3R,4R)-3-(ethylamino)-4-(3-hydroxyphenyl)piperidine-1-carboxylate), Cl.CN(CCCN=C=NCC)C (1-(3-dimethylaminopropyl)-3-ethylcarbodiimide hydrochloride), N,N-dimethylaminopyridine, C(C1=CC=CC=C1)(=O)O (benzoic acid), [Cl-].[NH4+] (ammonium chloride). Run in C(Cl)Cl (methylene chloride), C(C)N(CC)CC (triethylamine). Run at time 1 hour. The product is C(C1=CC=CC=C1)(=O)OC=1C=C(C=CC1)[C@@H]1[C@H](CN(CC1)C(=O)OC(C)(C)C)NCC (tert-Butyl (rac.)-(3R,4R)-4-[3-(benzoyloxy)phenyl]-3-(ethylamino)piperidine-1-carboxylate). Yield: 45.6%. As a reaction SMILES: [CH2:1]([NH:3][C@@H:4]1[C@@H:9]([C:10]2[CH:15]=[CH:14][CH:13]=[C:12]([OH:16])[CH:11]=2)[CH2:8][CH2:7][N:6]([C:17]([O:19][C:20]([CH3:23])([CH3:22])[CH3:21])=[O:18])[CH2:5]1)[CH3:2].Cl.CN(C)CCCN=C=NCC.[C:36](O)(=[O:43])[C:37]1[CH:42]=[CH:41][CH:40]=[CH:39][CH:38]=1.[Cl-].[NH4+]>C(Cl)Cl.C(N(CC)CC)C>[C:36]([O:16][C:12]1[CH:11]=[C:10]([C@H:9]2[CH2:8][CH2:7][N:6]([C:17]([O:19][C:20]([CH3:22])([CH3:21])[CH3:23])=[O:18])[CH2:5][C@@H:4]2[NH:3][CH2:1][CH3:2])[CH:15]=[CH:14][CH:13]=1)(=[O:43])[C:37]1[CH:42]=[CH:41][CH:40]=[CH:39][CH:38]=1 |f:1.2,4.5|. Procedure details: To a solution of tert-butyl (rac.)-(3R,4R)-3-(ethylamino)-4-(3-hydroxyphenyl)piperidine-1-carboxylate (1.76 g) in methylene chloride (16 ml) were added 1-(3-dimethylaminopropyl)-3-ethylcarbodiimide hydrochloride (1.37 g), N,N-dimethylaminopyridine (872 mg), triethylamine (995 μl), and benzoic acid (610 mg), and the mixture was stirred at room temperature for one hour. To the reaction mixture was added a saturated aqueous ammonium chloride solution, and the mixture was extracted with ethyl acetat... The reactants are O(Cl)Cl.[Zr] (zirconium oxychloride), [Ce] (cerium), [La] (lanthanum). Product: [La].[Ce].[Zr] (zirconium-cerium-lanthanum), [O-2].[Zr+4].[O-2] (zirconium oxide), [O-2].[Ce+3].[O-2].[O-2].[Ce+3] (cerium oxide), [O-2].[La+3].[O-2].[O-2].[La+3] (lanthanum oxide). RXN SMILES: [O:1](Cl)Cl.[Zr:4].[Ce:5].[La:6]>>[La:6].[Ce:5].[Zr:4].[O-2:1].[Zr+4:4].[O-2:1].[O-2:1].[Ce+3:5].[O-2:1].[O-2:1].[Ce+3:5].[O-2:1].[La+3:6].[O-2:1].[O-2:1].[La+3:6] |f:0.1,4.5.6,7.8.9,10.11.12.13.14,15.16.17.18.19|. Reported procedure: A zirconium-cerium-lanthanum composite oxide (Powder A5) was prepared according to the procedure of Example 1 while changing the amounts of zirconium oxychloride, cerium, and lanthanum to be used so as to form a weight ratio of 40 g of zirconium oxide, 10 g of cerium oxide, and 10 g of lanthanum oxide.